Dataset: the Open Reaction Database (ORD), a public repository of structured organic reaction records. Task: describe an organic reaction: reactants, conditions, products, and yield Starting materials: O=C1CCC(Oc2ncc(Br)cn2)CC1, O=C(CNC(=O)c1cccc(C(F)(F)F)c1)NC1CNC1. Yields the product O=C(CNC(=O)c1cccc(C(F)(F)F)c1)NC1CN(C2CCC(Oc3ncc(Br)cn3)CC2)C1. RXN SMILES: [Br:1][c:2]1[cH:3][n:4][c:5]([O:8][CH:9]2[CH2:10][CH2:11][C:12](=[O:15])[CH2:13][CH2:14]2)[n:6][cH:7]1.[NH:16]1[CH2:17][CH:18]([NH:20][C:21](=[O:22])[CH2:23][NH:24][C:25]([c:26]2[cH:27][c:28]([C:32]([F:33])([F:34])[F:35])[cH:29][cH:30][cH:31]2)=[O:36])[CH2:19]1>>[Br:1][c:2]1[cH:3][n:4][c:5]([O:8][CH:9]2[CH2:10][CH2:11][CH:12]([N:16]3[CH2:17][CH:18]([NH:20][C:21](=[O:22])[CH2:23][NH:24][C:25]([c:26]4[cH:27][c:28]([C:32]([F:33])([F:34])[F:35])[cH:29][cH:30][cH:31]4)=[O:36])[CH2:19]3)[CH2:13][CH2:14]2)[n:6][cH:7]1. Reactants: C(C)(C)(C)OC(=O)NC1CNC1 (3-tert-butoxycarbonylaminoazetidine), BrC=1SC2=C(N1)C=CC(=C2)C(=O)OCC (ethyl 2-bromo-1,3-benzothiazole-6-carboxylate), C(C)(C)N(CC)C(C)C (diisopropylethylamine). Yields the product C(C)(C)(C)OC(=O)NC1CN(C1)C=1SC2=C(N1)C=CC(=C2)C(=O)OCC (Ethyl 2-{3-[(tert-butoxycarbonyl)amino]azetidin-1-yl)-1,3-benzothiazole-6-carboxylate). The yield is 74.9%. Reaction SMILES: [C:1]([O:5][C:6]([NH:8][CH:9]1[CH2:12][NH:11][CH2:10]1)=[O:7])([CH3:4])([CH3:3])[CH3:2].Br[C:14]1[S:15][C:16]2[CH:22]=[C:21]([C:23]([O:25][CH2:26][CH3:27])=[O:24])[CH:20]=[CH:19][C:17]=2[N:18]=1.C(N(C(C)C)CC)(C)C>>[C:1]([O:5][C:6]([NH:8][CH:9]1[CH2:10][N:11]([C:14]2[S:15][C:16]3[CH:22]=[C:21]([C:23]([O:25][CH2:26][CH3:27])=[O:24])[CH:20]=[CH:19][C:17]=3[N:18]=2)[CH2:12]1)=[O:7])([CH3:4])([CH3:2])[CH3:3]. Procedure details: The same operation as in Example (221a) was performed using 3-tert-butoxycarbonylaminoazetidine (199 mg, 1.15 mmol), ethyl 2-bromo-1,3-benzothiazole-6-carboxylate obtained in Example (225a) (300 mg, 1.05 mmol) and diisopropylethylamine (0.37 mL, 2.10 mmol), to obtain 297 mg of the title compound as a milk white solid (75%). Reactants: ClC1=CC=C(CN2C(=NC=3NC(N(C(C23)=O)C)=O)OC2=CC(=CC=C2)OC(F)(F)F)C=C1 (7-(4-chlorobenzyl)-1-methyl-8-(3-(trifluoromethoxy)phenoxy)-1H-purine-2,6(3H,7H)-dione), BrCCBr (1,2-dibromoethane), C([O-])([O-])=O.[K+].[K+] (potassium carbonate). Solvent: CN(C)C=O (DMF). Reaction conditions: temperature 50 celsius, time 16 hour. Yields the product BrCCN1C(N(C(C=2N(C(=NC12)OC1=CC(=CC=C1)OC(F)(F)F)CC1=CC=C(C=C1)Cl)=O)C)=O (3-(2-bromoethyl)-7-(4-chlorobenzyl)-1-methyl-8-(3-(trifluoromethoxy)phenoxy)-1H-purine-2,6(3H,7H)-dione). Isolated yield 89.2%. RXN SMILES: [Cl:1][C:2]1[CH:32]=[CH:31][C:5]([CH2:6][N:7]2[C:15]3[C:14](=[O:16])[N:13]([CH3:17])[C:12](=[O:18])[NH:11][C:10]=3[N:9]=[C:8]2[O:19][C:20]2[CH:25]=[CH:24][CH:23]=[C:22]([O:26][C:27]([F:30])([F:29])[F:28])[CH:21]=2)=[CH:4][CH:3]=1.[Br:33][CH2:34][CH2:35]Br.C(=O)([O-])[O-].[K+].[K+]>CN(C=O)C>[Br:33][CH2:34][CH2:35][N:11]1[C:10]2[N:9]=[C:8]([O:19][C:20]3[CH:25]=[CH:24][CH:23]=[C:22]([O:26][C:27]([F:30])([F:28])[F:29])[CH:21]=3)[N:7]([CH2:6][C:5]3[CH:4]=[CH:3][C:2]([Cl:1])=[CH:32][CH:31]=3)[C:15]=2[C:14](=[O:16])[N:13]([CH3:17])[C:12]1=[O:18] |f:2.3.4|. Procedure details: To a solution of 7-(4-chlorobenzyl)-1-methyl-8-(3-(trifluoromethoxy)phenoxy)-1H-purine-2,6(3H,7H)-dione (100 mg, 0.215 mmol) in DMF (3 mL) was added 1,2-dibromoethane (0.2 mL, 2.32 mmol), followed by potassium carbonate (60 mg, 0.435 mmol). The mixture was stirred at 50° C. for 16 h. The reaction was partitioned between ethyl acetate and water. The organic phase was washed with brine and dried over sodium sulfate, filtered and concentrated to give the crude product (110 mg, 91.6% yield) as white... The reactants are C(=O)(Cl)Cl (phosgene), NC=1SC2=C(N1)C=C(C=C2)F (2-Amino-5-fluorobenzothiazole). Solvent: C(C)(=O)OCC (ethyl acetate). Product: FC=1C=CC2=C(N=C(S2)N=C=O)C1 (5-fluorobenzothiazol-2-yl isocyanate). Reaction SMILES: [C:1](Cl)(Cl)=[O:2].[NH2:5][C:6]1[S:7][C:8]2[CH:14]=[CH:13][C:12]([F:15])=[CH:11][C:9]=2[N:10]=1>C(OCC)(=O)C>[F:15][C:12]1[CH:13]=[CH:14][C:8]2[S:7][C:6]([N:5]=[C:1]=[O:2])=[N:10][C:9]=2[CH:11]=1. Procedure: A saturated solution of phosgene in ethyl acetate (200 ml) is charged into a glass reaction vessel equipped with a mechanical stirrer, thermometer and reflux condenser. 2-Amino-5-fluorobenzothiazole (0.1 mole) is added with stirring. After the addition is completed, the reaction mixture is heated at reflux for a period of about one hour. After this time the mixture is cooled, and the solid product formed is recovered by filtration. The solid is then dried to yield the desired product 5-fluoroben... RXN SMILES: [Br:1][C:2]1[CH:3]=[CH:4][C:5]([F:19])=[C:6]([C:8]2[NH:17][C:16](=O)[C:15]3[C:10](=[N:11][CH:12]=[CH:13][N:14]=3)[N:9]=2)[CH:7]=1.[CH3:20][NH:21][C:22]1[CH:27]=[CH:26][CH:25]=[CH:24][CH:23]=1.C(N(C1C=CN=CC=1)C1C2C(=NC=CN=2)N=C(C2C=C(Br)C=CC=2F)N=1)CCC>>[Br:1][C:2]1[CH:3]=[CH:4][C:5]([F:19])=[C:6]([C:8]2[N:17]=[C:16]([N:21]([CH3:20])[C:22]3[CH:27]=[CH:26][CH:25]=[CH:24][CH:23]=3)[C:15]3[C:10](=[N:11][CH:12]=[CH:13][N:14]=3)[N:9]=2)[CH:7]=1. Starting materials: BrC=1C=CC(=C(C1)C1=NC2=NC=CN=C2C(N1)=O)F (2-(5-bromo-2-fluorophenyl)pteridin-4-one), CNC1=CC=CC=C1 (N-methylaniline), C(CCC)N(C1=NC(=NC2=NC=CN=C12)C1=C(C=CC(=C1)Br)F)C1=CC=NC=C1 (4-[(butyl)(4-pyridyl)amino]-2-(5-bromo-2-fluorophenyl)pteridine). The product is BrC=1C=CC(=C(C1)C1=NC2=NC=CN=C2C(=N1)N(C1=CC=CC=C1)C)F (2-(5-bromo-2-fluorophenyl)-4-[(methyl)(phenyl)amino]pteridine). Reported procedure: The title product was synthesized by reaction of the 2-(5-bromo-2-fluorophenyl)-pteridin-4-one 104 with N-methylaniline following the procedure described for 4-[(butyl)(4-pyridyl)amino]-2-(5-bromo-2-fluorophenyl)pteridine 3. The product is IC1=CC(=C(C(=O)OC)C=C1)S(=O)(=O)NC(=O)NCCCC (Methyl 4-iodo-2-[N-(N-butylaminocarbonyl)aminosulfonyl]benzoate). Solvent: O (water), ClC1=CC=CC=C1 (chlorobenzene). Starting materials: 2n, Cl (hydrochloric acid), sulfonamide, C(CCC)N=C=O (n-butyl isocyanate), IC1=CC(=C(C(=O)OC)C=C1)S(=O)(=O)N (Methyl 4-iodo-2-aminosulfonylbenzoate), C(=O)([O-])[O-].[K+].[K+] (K2CO3). Conditions: temperature 90 celsius, time 2 hour. Procedure details: 34.1 g (0.1 mol) of the sulfonamide of the formula (IV) from Example 1 and 14.7 g of K2CO3 (0.105 mol) are admixed with 10.6 g of n-butyl isocyanate (98% pure) (0.105 mol) in 250 ml of chlorobenzene, and the mixture is kept at 55 to 60° C. for 2 hours. The mixture is then stirred at 90° C. for 8.5 h. The mixture is cooled to room temperature and initially 200 ml of water and then 2n of hydrochloric acid are added until the pH has reached 1-2. The organic phase is separated off and washed free of... As a reaction SMILES: [I:1][C:2]1[CH:11]=[CH:10][C:5]([C:6]([O:8][CH3:9])=[O:7])=[C:4]([S:12]([NH2:15])(=[O:14])=[O:13])[CH:3]=1.C([O-])([O-])=O.[K+].[K+].[CH2:22]([N:26]=[C:27]=[O:28])[CH2:23][CH2:24][CH3:25].Cl>ClC1C=CC=CC=1.O>[I:1][C:2]1[CH:11]=[CH:10][C:5]([C:6]([O:8][CH3:9])=[O:7])=[C:4]([S:12]([NH:15][C:27]([NH:26][CH2:22][CH2:23][CH2:24][CH3:25])=[O:28])(=[O:13])=[O:14])[CH:3]=1 |f:1.2.3|. The reactants are IC1=CC=C(C=C1)NC(=O)N1CCC2=C1N=C(N=C2C=2C=NC(=NC2)N(CC2=CC=C(C=C2)OC)CC2=CC=C(C=C2)OC)N2CCOCC2 (4-{2-[Bis-(4-methoxy-benzyl)-amino]-pyrimidin-5-yl}-2-morpholin-4-yl-5,6-dihydro-pyrrolo[2,3-d]pyrimidine-7-carboxylic acid (4-iodo-phenyl)-amide), N1=CC(=CC=C1)B(O)O (pyridin-3-boronic acid), COC=1C=CC=C(C1C=2C=CC=CC2P(C3CCCCC3)C4CCCCC4)OC (S-Phos), P(=O)([O-])([O-])[O-].[K+].[K+].[K+] (potassium phosphate). Reagents/catalysts: C(C)(=O)[O-].[Pd+2].C(C)(=O)[O-] (palladium acetate). The solvent is CN(C)C=O (DMF), O (water). Product: N1=CC(=CC=C1)C1=CC=C(C=C1)NC(=O)N1CCC2=C1N=C(N=C2C=2C=NC(=NC2)N(CC2=CC=C(C=C2)OC)CC2=CC=C(C=C2)OC)N2CCOCC2 (4-{2-[bis-(4-methoxy-benzyl)-amino]-pyrimidin-5-yl}-2-morpholin-4-yl-5,6-dihydro-pyrrolo[2,3-d]pyrimidine-7-carboxylic acid (4-pyridin-3-yl-phenyl)-amide). As a reaction SMILES: I[C:2]1[CH:7]=[CH:6][C:5]([NH:8][C:9]([N:11]2[C:15]3[N:16]=[C:17]([N:45]4[CH2:50][CH2:49][O:48][CH2:47][CH2:46]4)[N:18]=[C:19]([C:20]4[CH:21]=[N:22][C:23]([N:26]([CH2:36][C:37]5[CH:42]=[CH:41][C:40]([O:43][CH3:44])=[CH:39][CH:38]=5)[CH2:27][C:28]5[CH:33]=[CH:32][C:31]([O:34][CH3:35])=[CH:30][CH:29]=5)=[N:24][CH:25]=4)[C:14]=3[CH2:13][CH2:12]2)=[O:10])=[CH:4][CH:3]=1.[N:51]1[CH:56]=[CH:55][CH:54]=[C:53](B(O)O)[CH:52]=1.COC1C=CC=C(OC)C=1C1C=CC=CC=1P(C1CCCCC1)C1CCCCC1.P([O-])([O-])([O-])=O.[K+].[K+].[K+]>CN(C=O)C.C([O-])(=O)C.[Pd+2].C([O-])(=O)C.O>[N:51]1[CH:56]=[CH:55][CH:54]=[C:53]([C:2]2[CH:7]=[CH:6][C:5]([NH:8][C:9]([N:11]3[C:15]4[N:16]=[C:17]([N:45]5[CH2:50][CH2:49][O:48][CH2:47][CH2:46]5)[N:18]=[C:19]([C:20]5[CH:25]=[N:24][C:23]([N:26]([CH2:36][C:37]6[CH:42]=[CH:41][C:40]([O:43][CH3:44])=[CH:39][CH:38]=6)[CH2:27][C:28]6[CH:29]=[CH:30][C:31]([O:34][CH3:35])=[CH:32][CH:33]=6)=[N:22][CH:21]=5)[C:14]=4[CH2:13][CH2:12]3)=[O:10])=[CH:4][CH:3]=2)[CH:52]=1 |f:3.4.5.6,8.9.10|. Procedure details: 4-{2-[Bis-(4-methoxy-benzyl)-amino]-pyrimidin-5-yl}-2-morpholin-4-yl-5,6-dihydro-pyrrolo[2,3-d]pyrimidine-7-carboxylic acid (4-iodo-phenyl)-amide (35 mg) obtained in Step A, pyridin-3-boronic acid (11 mg), palladium acetate (1.0 mg), S-Phos (3.7 mg) and potassium phosphate (9.5 mg) were stirred at 100° C. for 3 hours in DMF (4.5 ml). To this, water was added, and the solid was filtered, followed by purification by silica gel column chromatography (dichloromethane/methanol=100/1 to 50/1), to obta... The reactants are COC1=NC=C(C=N1)C1=CC2=C(N=C(S2)N2C[C@@H](CC2)N2CCCCC2)C=C1 ((R)-6-(2-methoxypyrimidin-5-yl)-2-(3-(piperidin-1-yl)pyrrolidin-1-yl)benzo[d]thiazole), Br (hydrobromic acid). The product is N1(CCCCC1)[C@H]1CN(CC1)C=1SC2=C(N1)C=CC(=C2)C=2C=NC(=NC2)O ((R)-5-(2-(3-(piperidin-1-yl)pyrrolidin-1-yl)benzo[d]thiazol-6-yl)pyrimidin-2-ol). Reaction SMILES: C[O:2][C:3]1[N:8]=[CH:7][C:6]([C:9]2[CH:28]=[CH:27][C:12]3[N:13]=[C:14]([N:16]4[CH2:20][CH2:19][C@@H:18]([N:21]5[CH2:26][CH2:25][CH2:24][CH2:23][CH2:22]5)[CH2:17]4)[S:15][C:11]=3[CH:10]=2)=[CH:5][N:4]=1.Br>>[N:21]1([C@@H:18]2[CH2:19][CH2:20][N:16]([C:14]3[S:15][C:11]4[CH:10]=[C:9]([C:6]5[CH:7]=[N:8][C:3]([OH:2])=[N:4][CH:5]=5)[CH:28]=[CH:27][C:12]=4[N:13]=3)[CH2:17]2)[CH2:22][CH2:23][CH2:24][CH2:25][CH2:26]1. Procedure details: A solution of (R)-6-(2-methoxypyrimidin-5-yl)-2-(3-(piperidin-1-yl)pyrrolidin-1-yl)benzo[d]thiazole (Example 15, 20 mg, 0.051 mmol) in hydrobromic acid (48 wt. % in water, 0.25 mL, 2.2 mmol) was heated to 80° C. for 1 hour, concentrated with a stream of nitrogen and chromatographed on silica gel eluting with 2 to 20% (9:1 methanol:ammonium hydroxide) in CH2Cl2 to provide the desired product. 1H NMR (300 MHz, CD3OD) δ ppm 1.48-1.57 (m, 2H), 1.62-1.72 (m, 4H), 1.98-2.10 (m, 1H), 2.32-2.43 (m, 1H),... Starting materials: C1(C=CC(N1CC(=O)O)=O)=O (Maleimidoacetic acid), ON1C(CCC1=O)=O (N-hydroxysuccinimide), C1(CCCCC1)N=C=NC1CCCCC1 (dicyclohexylcarbodiimide). Run in COCCOCCOC (diglyme). Reaction conditions: time 1 hour. Product: C1CC(=O)N(C1=O)OC(=O)CN2C(=O)C=CC2=O (maleimidoacetic acid N-succinimidyl ester). Isolated yield 99.1%. RXN SMILES: [C:1]1(=[O:11])[N:5]([CH2:6][C:7]([OH:9])=[O:8])[C:4](=[O:10])[CH:3]=[CH:2]1.O[N:13]1[C:17](=[O:18])[CH2:16][CH2:15][C:14]1=[O:19].C1(N=C=NC2CCCCC2)CCCCC1>COCCOCCOC>[CH2:16]1[C:17](=[O:18])[N:13]([O:8][C:7]([CH2:6][N:5]2[C:4](=[O:10])[CH:3]=[CH:2][C:1]2=[O:11])=[O:9])[C:14](=[O:19])[CH2:15]1. Procedure: Maleimidoacetic acid (155 mg, 1.0 mmol) in 5 ml of diglyme was treated at 0° C. with N-hydroxysuccinimide (127 mg, 1.1 mmol) and dicyclohexylcarbodiimide (227 mg, 1.1 mmol). After 1 hour at 0° C. and 3 hours at room temperature, the reaction mixture was filtered and evaporated to dryness to yield 0.25 g of crude maleimidoacetic acid N-succinimidyl ester. The reactants are C(C1=CC=CC=C1)OC([C@@H](CC(=O)OC(C)(C)C)CC1=CC=CC=C1)=O (Benzyl-(2R)-3-(t-butoxycarbonyl)-2-benzyl-propionate), FC(C(=O)O)(F)F (trifluoroacetic acid). Solvent: C(Cl)Cl (methylene chloride). Reaction conditions: time 90 minute. The product is C(C1=CC=CC=C1)OC(=O)[C@@H](CC(=O)O)CC1=CC=CC=C1 ((3R)-3-Benzyloxycarbonyl-3-phenylmethylpropionic Acid). The yield is 100.1%. Reaction SMILES: [CH2:1]([O:8][C:9](=[O:26])[C@H:10]([CH2:19][C:20]1[CH:25]=[CH:24][CH:23]=[CH:22][CH:21]=1)[CH2:11][C:12]([O:14]C(C)(C)C)=[O:13])[C:2]1[CH:7]=[CH:6][CH:5]=[CH:4][CH:3]=1.FC(F)(F)C(O)=O>C(Cl)Cl>[CH2:1]([O:8][C:9]([C@H:10]([CH2:19][C:20]1[CH:25]=[CH:24][CH:23]=[CH:22][CH:21]=1)[CH2:11][C:12]([OH:14])=[O:13])=[O:26])[C:2]1[CH:3]=[CH:4][CH:5]=[CH:6][CH:7]=1. Procedure details: The resultant compound from Example 98 (11.76 g, 33.2 mmol) in methylene chloride (25 ml) was treated with trifluoroacetic acid (25 ml). After stirring at room temperature for 90 min the solvent was evaporated to afford 9.91 g (100%) of the desired product as a solid, m.p. 48°-51° C.